Dataset: the Open Reaction Database (ORD), a public repository of structured organic reaction records. Task: describe an organic reaction: reactants, conditions, products, and yield Reactants: C(=O)C1=CC=C(C=C1)C#CC1=CC=C(C(=O)N([C@@](C(=O)NC)(C(=O)NOC2OCCCC2)C)C)C=C1 ((2S)-2-[{4-[(4-formylphenyl)ethynyl]benzoyl}(methyl)amino]-N,2-dimethyl-N′-(tetrahydro-2H-pyran-2-yloxy)propanediamide), CC1(COC1)CN ([(3-methyloxetan-3-yl)methyl]amine). Yields the product CNC([C@@](C(=O)NOC1OCCCC1)(N(C(C1=CC=C(C=C1)C#CC1=CC=C(C=C1)CNCC1(COC1)C)=O)C)C)=O ((2S)-N,2-dimethyl-2-[methyl(4-{[4-({[(3-methyloxetan-3-yl)methyl]amino}methyl)phenyl]ethynyl}benzoyl)amino]-N′-(tetrahydro-2H-pyran-2-yloxy)propanediamide). RXN SMILES: [CH:1]([C:3]1[CH:8]=[CH:7][C:6]([C:9]#[C:10][C:11]2[CH:36]=[CH:35][C:14]([C:15]([N:17]([CH3:34])[C@:18]([CH3:33])([C:23]([NH:25][O:26][CH:27]3[CH2:32][CH2:31][CH2:30][CH2:29][O:28]3)=[O:24])[C:19]([NH:21][CH3:22])=[O:20])=[O:16])=[CH:13][CH:12]=2)=[CH:5][CH:4]=1)=O.[CH3:37][C:38]1([CH2:42][NH2:43])[CH2:41][O:40][CH2:39]1>>[CH3:22][NH:21][C:19](=[O:20])[C@:18]([CH3:33])([N:17]([CH3:34])[C:15](=[O:16])[C:14]1[CH:35]=[CH:36][C:11]([C:10]#[C:9][C:6]2[CH:7]=[CH:8][C:3]([CH2:1][NH:43][CH2:42][C:38]3([CH3:37])[CH2:41][O:40][CH2:39]3)=[CH:4][CH:5]=2)=[CH:12][CH:13]=1)[C:23]([NH:25][O:26][CH:27]1[CH2:32][CH2:31][CH2:30][CH2:29][O:28]1)=[O:24]. Reported procedure: From (2S)-2-[{4-[(4-formylphenyl)ethynyl]benzoyl}(methyl)amino]-N,2-dimethyl-N′-(tetrahydro-2H-pyran-2-yloxy)propanediamide (0.15 g) as obtained in Example 16-(1) and [(3-methyloxetan-3-yl)methyl]amine (63 mg), (2S)-N,2-dimethyl-2-[methyl(4-{[4-({[(3-methyloxetan-3-yl)methyl]amino}methyl)phenyl]ethynyl}benzoyl)amino]-N′-(tetrahydro-2H-pyran-2-yloxy)propanediamide (yellow solid) was obtained (0.13 g, 73%) in the same manner as in Example 16-(2). Starting materials: CC#N (MeCN), Cl (HCl), C(#N)C=1N=CC(=NC1NC1=CC(=NS1)C)N[C@H]1CN(CCCC1)C(=O)N(C)C ((R)-3-(5-cyano-6-(3-methylisothiazol-5-ylamino)pyrazin-2-ylamino)-N,N-dimethylazepane-1-carboxamide), C(=O)(C(F)(F)F)O (TFA). The reagents and catalysts are OS(=O)(=O)O (H2SO4), OS(=O)(=O)O (H2SO4). Run in O (water), CO (methanol). Run at temperature 80 celsius, time 30 minute. Yields the product C(N)(=O)C=1N=CC(=NC1NC1=CC(=NS1)C)N[C@H]1CN(CCCC1)C(=O)N(C)C ((R)-3-(5-carbamoyl-6-(3-methylisothiazol-5-ylamino)pyrazin-2-ylamino)-N,N-dimethylazepane-1-carboxamide). Yield: 76.0%. RXN SMILES: [C:1]([C:3]1[N:4]=[CH:5][C:6]([NH:16][C@@H:17]2[CH2:23][CH2:22][CH2:21][CH2:20][N:19]([C:24]([N:26]([CH3:28])[CH3:27])=[O:25])[CH2:18]2)=[N:7][C:8]=1[NH:9][C:10]1[S:14][N:13]=[C:12]([CH3:15])[CH:11]=1)#[N:2].Cl.CC#N.C(O)(C(F)(F)F)=[O:34]>OS(O)(=O)=O.O.CO>[C:1]([C:3]1[N:4]=[CH:5][C:6]([NH:16][C@@H:17]2[CH2:23][CH2:22][CH2:21][CH2:20][N:19]([C:24]([N:26]([CH3:27])[CH3:28])=[O:25])[CH2:18]2)=[N:7][C:8]=1[NH:9][C:10]1[S:14][N:13]=[C:12]([CH3:15])[CH:11]=1)(=[O:34])[NH2:2]. Procedure details: (R)-3-(5-Cyano-6-(3-methylisothiazol-5-ylamino)pyrazin-2-ylamino)-N,N-dimethylazepane-1-carboxamide (510) (20 mg, 0.050 mmol) was dissolved in 5 mL TFA, and the solution was heated to 80° C. Concentrated H2SO4 (7 drops) was added dropwise, and the reaction was allowed to stir for 30 min Additional H2SO4 (15 drops) was added dropwise and the reaction was allowed to stir for 30 minutes. The reaction was cooled to RT, and diluted with 2 mL water and 2 mL methanol. The mixture was then directly subj... Starting materials: Cl.OCC=1N2C(SC1)=CN=C2C (3-Hydroxymethyl-5-methylimidazo[5,1-b]thiazolehydrochloride), S(=O)(Cl)Cl (thionyl chloride). Solvent: C1CCOC1 (THF). Run at temperature 85 celsius, time 3.5 hour. The product is Cl.ClCC=1N2C(SC1)=CN=C2C (3-chloromethyl-5-methylimidazo[5,1-b]thiazolehydrochloride). As a reaction SMILES: [ClH:1].O[CH2:3][C:4]1[N:5]2[C:11]([CH3:12])=[N:10][CH:9]=[C:6]2[S:7][CH:8]=1.S(Cl)([Cl:15])=O>C1COCC1>[ClH:15].[Cl:1][CH2:3][C:4]1[N:5]2[C:11]([CH3:12])=[N:10][CH:9]=[C:6]2[S:7][CH:8]=1 |f:0.1,4.5|. Reported procedure: 3-Hydroxymethyl-5-methylimidazo[5,1-b]thiazolehydrochloride (1.10 g) is suspended in 20 ml of THF, 0.7 ml of thionyl chloride is added thereto, and the mixture is stirred at 85° C. for 3.5 hr. The solvent is removed by evaporation to give 1.10 g of 3-chloromethyl-5-methylimidazo[5,1-b]thiazolehydrochloride. This compound is dissolved in 7 ml of DMF, 1.36 g of triphenylphosphine is added thereto, and the mixture is stirred at 83° C. for 15 hr and at 90° C. for 4 hr. The resultant precipitate is c... Reactants: O=S(Cl)CCCl, CCSCCO. The product is CCSCCOS(=O)CCCl. Reaction SMILES: [Cl:7][CH2:8][CH2:9][S:10](=[O:11])[Cl:12].[OH:1][CH2:2][CH2:3][S:4][CH2:5][CH3:6]>>[O:1]([CH2:2][CH2:3][S:4][CH2:5][CH3:6])[S:10]([CH2:9][CH2:8][Cl:7])=[O:11]. The reactants are FC=1C(=NC=CC1)C#N (3-fluoro-pyridine-2-carbonitrile). The reagents and catalysts are [Pd] (Pd/C). Solvent: CO (MeOH), Cl (HCl). Run at time 4 hour. Yields the product FC=1C(=NC=CC1)CN (C-(3-Fluoro-pyridin-2-yl)-methylamine). Isolated yield 15.5%. RXN SMILES: [F:1][C:2]1[C:3]([C:8]#[N:9])=[N:4][CH:5]=[CH:6][CH:7]=1>CO.Cl.[Pd]>[F:1][C:2]1[C:3]([CH2:8][NH2:9])=[N:4][CH:5]=[CH:6][CH:7]=1. Procedure details: The mixture of 3-fluoro-pyridine-2-carbonitrile (0.81 g, 6.63 mmol) and Pd/C (0.20 g, 10% wt) in 10 ml of MeOH and 2.7 ml of concentrated HCl was placed under H2 which was provided by a balloon and stirred at RT for 4 h, filtered through Celite®, condensed, the residue was purified by flash column chromatography, 0.13 g of the titled compound was obtained as a light yellowish oil. MS (ES+): 127.1 (M+H)+. Calc'd for C6H7FN2—126.13. Starting materials: NC1=C(C=C(C=N1)C1=CC=C(C(=O)O)C=C1)OCC1=C(C=CC=C1Cl)Cl (4-[6-amino-5-(2,6-dichloro-benzyloxy)-pyridin-3-yl]-benzoic acid), NCC(CN1CCCC1)O (1-amino-3-pyrrolidin-1-yl-propan-2-ol). The product is NC1=C(C=C(C=N1)C1=CC=C(C(=O)NCC(CN2CCCC2)O)C=C1)OCC1=C(C=CC=C1Cl)Cl (4-[6-Amino-5-(2,6-dichloro-benzyloxy)-pyridin-3-yl]-N-(2-hydroxy-3-pyrrolidin-1-yl-propyl)-benzamide). As a reaction SMILES: [NH2:1][C:2]1[N:7]=[CH:6][C:5]([C:8]2[CH:16]=[CH:15][C:11]([C:12](O)=[O:13])=[CH:10][CH:9]=2)=[CH:4][C:3]=1[O:17][CH2:18][C:19]1[C:24]([Cl:25])=[CH:23][CH:22]=[CH:21][C:20]=1[Cl:26].[NH2:27][CH2:28][CH:29]([OH:36])[CH2:30][N:31]1[CH2:35][CH2:34][CH2:33][CH2:32]1>>[NH2:1][C:2]1[N:7]=[CH:6][C:5]([C:8]2[CH:9]=[CH:10][C:11]([C:12]([NH:27][CH2:28][CH:29]([OH:36])[CH2:30][N:31]3[CH2:35][CH2:34][CH2:33][CH2:32]3)=[O:13])=[CH:15][CH:16]=2)=[CH:4][C:3]=1[O:17][CH2:18][C:19]1[C:20]([Cl:26])=[CH:21][CH:22]=[CH:23][C:24]=1[Cl:25]. Procedure details: 4-[6-Amino-5-(2,6-dichloro-benzyloxy)-pyridin-3-yl]-N-(2-hydroxy-3-pyrrolidin-1-yl-propyl)-benzamide was prepared from 4-[6-amino-5-(2,6-dichloro-benzyloxy)-pyridin-3-yl]-benzoic acid and 1-amino-3-pyrrolidin-1-yl-propan-2-ol following procedure 4. Starting materials: CC(C)(C)[Si](C)(C)OCCCCCl, O=C([O-])[O-], Cc1nc(O)c([N+](=O)[O-])c(N2CCc3ccccc3CC2)n1, CN(C)C=O, [K+], [K+]. Yields the product Cc1nc(OCCCCO[Si](C)(C)C(C)(C)C)c([N+](=O)[O-])c(N2CCc3ccccc3CC2)n1. RXN SMILES: [C:23]([CH3:24])([CH3:25])([CH3:26])[Si:27]([CH3:28])([CH3:29])[O:30][CH2:31][CH2:32][CH2:33][CH2:34][Cl:35].[C:36](=[O:37])([O-:38])[O-:39].[CH3:1][c:2]1[n:3][c:4]([N:12]2[CH2:13][CH2:14][c:15]3[c:16]([cH:19][cH:20][cH:21][cH:22]3)[CH2:17][CH2:18]2)[c:5]([N+:9](=[O:10])[O-:11])[c:6]([OH:8])[n:7]1.[CH3:42][N:43]([CH3:44])[CH:45]=[O:46].[K+:40].[K+:41]>>[CH3:1][c:2]1[n:3][c:4]([N:12]2[CH2:13][CH2:14][c:15]3[c:16]([cH:19][cH:20][cH:21][cH:22]3)[CH2:17][CH2:18]2)[c:5]([N+:9](=[O:10])[O-:11])[c:6]([O:8][CH2:34][CH2:33][CH2:32][CH2:31][O:30][Si:27]([C:23]([CH3:24])([CH3:25])[CH3:26])([CH3:28])[CH3:29])[n:7]1. Reactants: C=CC(OC(C)=O)(c1ccc(Cl)cc1)c1cccnc1, CC(=O)[CH-]C(C)=O, CNC, C1CCOC1, [Pd], c1ccc(P(CCP(c2ccccc2)c2ccccc2)c2ccccc2)cc1. Product: CN(C)CC=C(c1ccc(Cl)cc1)c1cccnc1. As a reaction SMILES: [C:29]([O:30][C:33]([CH:34]=[CH2:35])([c:36]1[cH:37][n:38][cH:39][cH:40][cH:41]1)[c:42]1[cH:43][cH:44][c:45]([Cl:48])[cH:46][cH:47]1)(=[O:31])[CH3:32].[CH-:58]([C:59](=[O:60])[CH3:61])[C:62](=[O:63])[CH3:64].[CH3:49][NH:50][CH3:51].[O:52]1[CH2:53][CH2:54][CH2:55][CH2:56]1.[Pd:57].[c:1]1([P:2]([c:3]2[cH:4][cH:5][cH:6][cH:7][cH:8]2)[CH2:9][CH2:10][P:11]([c:12]2[cH:13][cH:14][cH:15][cH:16][cH:17]2)[c:18]2[cH:19][cH:20][cH:21][cH:22][cH:23]2)[cH:24][cH:25][cH:26][cH:27][cH:28]1>>[C:33](=[CH:34][CH2:35][N:50]([CH3:49])[CH3:51])([c:36]1[cH:37][n:38][cH:39][cH:40][cH:41]1)[c:42]1[cH:43][cH:44][c:45]([Cl:48])[cH:46][cH:47]1. Starting materials: BrC(=CC=1C(=NC2=CC=CC=C2C1C(C)C)C1=CC=C(C=C1)F)Br (3-(2,2-dibromoethenyl)-2-(4-fluorophenyl)-4-(1-methylethyl)quinoline), [Li]CCCC (n-BuLi). Run in C1CCOC1 (THF). Run at temperature -78 celsius, time 1.25 hour. The product is C(#C)C=1C(=NC2=CC=CC=C2C1C(C)C)C1=CC=C(C=C1)F (3-ethynyl-2-(4-fluorophenyl)-4-(1-methylethyl)quinoline). The yield is 72.9%. RXN SMILES: Br[C:2](Br)=[CH:3][C:4]1[C:5]([C:17]2[CH:22]=[CH:21][C:20]([F:23])=[CH:19][CH:18]=2)=[N:6][C:7]2[C:12]([C:13]=1[CH:14]([CH3:16])[CH3:15])=[CH:11][CH:10]=[CH:9][CH:8]=2.[Li]CCCC>C1COCC1>[C:3]([C:4]1[C:5]([C:17]2[CH:22]=[CH:21][C:20]([F:23])=[CH:19][CH:18]=2)=[N:6][C:7]2[C:12]([C:13]=1[CH:14]([CH3:16])[CH3:15])=[CH:11][CH:10]=[CH:9][CH:8]=2)#[CH:2]. Reported procedure: A solution of 3-(2,2-dibromoethenyl)-2-(4-fluorophenyl)-4-(1-methylethyl)quinoline (2.563 gm, 5.71 mmol) in dry THF (30 ml) was cooled to -78° C. and treated with n-BuLi (1.5M in hexane, 8.0 ml, 12 mmol) over a 5 minute period. After stirring at -78° C. for 1.25 hours, the brown solution was quenched with saturated NH4Cl, warmed to room temperature, diluted with H2O, and extracted 2× with Et2O. The combined Et2O extracts were washed with brine, dried (Na2SO4), filtered and stripped to give a yel...